From a dataset of the Open Reaction Database (ORD), a public repository of structured organic reaction records. describe an organic reaction: reactants, conditions, products, and yield The reactants are C([O-])([O-])=O.[K+].[K+] (potassium carbonate), C1CCOC1 (THF), C(C)(=O)OC1=CC=C(C=C)C=C1 (4-acetoxystyrene), C(C)(C)(C)OC(=O)OC(=O)OC(C)(C)C (di-t-butyldicarbonate). Solvent: C(Cl)Cl (methylene chloride). Run at time 22 hour. Product: product, C(C)(C)(C)OC(=O)OC1=CC=C(C=C)C=C1 (4-(t-butoxycarbonyloxy)styrene). The yield is 10.0%. Reaction SMILES: C(OC1[CH:12]=[CH:11][C:8]([CH:9]=[CH2:10])=[CH:7][CH:6]=1)(=O)C.C(O[C:18]([O:20][C:21]([O:23][C:24]([CH3:27])([CH3:26])[CH3:25])=[O:22])=O)(C)(C)C.C(=O)([O-])[O-].[K+].[K+].C1COCC1>C(Cl)Cl>[C:24]([O:23][C:21]([O:20][C:18]1[CH:10]=[CH:9][C:8]([CH:11]=[CH2:12])=[CH:7][CH:6]=1)=[O:22])([CH3:25])([CH3:26])[CH3:27] |f:2.3.4|. Reported procedure: In 200 mL of methylene chloride was dissolved 6.91 g (0.043 m) of 4-acetoxystyrene and 13.10 g (0.060 m) of di-t-butyldicarbonate under nitrogen. To the solution at room temperature was added 14.0 g (0.101 m) of potassium carbonate and the mixture was vigorously stirred for 22 hours, following the reaction by thin layer chromatography. After 22 hours at room temperature 100 mL of THF was added and the reaction was further stirred for 142 hours. It was worked up as in the above Examples. There wa...